Task: describe an organic reaction: reactants, conditions, products, and yield. Dataset: the Open Reaction Database (ORD), a public repository of structured organic reaction records Reactants: C1CO1, CO, CSC1OC(C(NC(=O)C2CC(CCC(C)C)CN2)C(C)C)C(O)C(O)C1O. Product: CSC1OC(C(NC(=O)C2CC(CCC(C)C)CN2CCO)C(C)C)C(O)C(O)C1O. RXN SMILES: [CH2:1]1[CH2:2][O:3]1.[CH3:32][OH:33].[CH3:4][CH:5]([CH:6]([CH:7]1[O:8][CH:9]([S:16][CH3:17])[CH:10]([OH:15])[CH:11]([OH:14])[CH:12]1[OH:13])[NH:18][C:19](=[O:20])[CH:21]1[NH:22][CH2:23][CH:24]([CH2:26][CH2:27][CH:28]([CH3:29])[CH3:30])[CH2:25]1)[CH3:31]>>[CH2:1]([CH2:2][OH:3])[N:22]1[CH:21]([C:19]([NH:18][CH:6]([CH:5]([CH3:4])[CH3:31])[CH:7]2[O:8][CH:9]([S:16][CH3:17])[CH:10]([OH:15])[CH:11]([OH:14])[CH:12]2[OH:13])=[O:20])[CH2:25][CH:24]([CH2:26][CH2:27][CH:28]([CH3:29])[CH3:30])[CH2:23]1. The reactants are CC(C)n1nc(C(=O)NC2CC(CC(=O)O)N(C(=O)OC(C)(C)C)C2)c2ccccc21, C1COCCN1. Yields the product CC(C)n1nc(C(=O)NC2CC(CC(=O)N3CCOCC3)N(C(=O)OC(C)(C)C)C2)c2ccccc21. Reaction SMILES: [C:1]([CH3:2])([CH3:3])([CH3:4])[O:5][C:6](=[O:7])[N:8]1[CH:9]([CH2:28][C:29](=[O:30])[OH:31])[CH2:10][CH:11]([NH:13][C:14](=[O:15])[c:16]2[n:17][n:18]([CH:25]([CH3:26])[CH3:27])[c:19]3[cH:20][cH:21][cH:22][cH:23][c:24]23)[CH2:12]1.[CH2:32]1[CH2:33][O:34][CH2:35][CH2:36][NH:37]1>>[C:1]([CH3:2])([CH3:3])([CH3:4])[O:5][C:6](=[O:7])[N:8]1[CH:9]([CH2:28][C:29](=[O:30])[N:37]2[CH2:32][CH2:33][O:34][CH2:35][CH2:36]2)[CH2:10][CH:11]([NH:13][C:14](=[O:15])[c:16]2[n:17][n:18]([CH:25]([CH3:26])[CH3:27])[c:19]3[cH:20][cH:21][cH:22][cH:23][c:24]23)[CH2:12]1. Starting materials: OC1(CC1)C1N(CC(C1)OC)C(=O)OCC1=CC=CC=C1 (benzyl 2-(1-hydroxycyclopropyl)-4-methoxypyrrolidine-1-carboxylate), CI (methyl iodide), [H-].[Na+] (sodium hydride). The solvent is C1CCOC1 (THF). Run at time 2 hour. Product: COC1CC(N(C1)C(=O)OCC1=CC=CC=C1)C1(CC1)OC (benzyl 4-methoxy-2-(1-methoxycyclopropyl)pyrrolidine-1-carboxylate). Reaction SMILES: [OH:1][C:2]1([CH:5]2[CH2:9][CH:8]([O:10][CH3:11])[CH2:7][N:6]2[C:12]([O:14][CH2:15][C:16]2[CH:21]=[CH:20][CH:19]=[CH:18][CH:17]=2)=[O:13])[CH2:4][CH2:3]1.[CH3:22]I.[H-].[Na+]>C1COCC1>[CH3:11][O:10][CH:8]1[CH2:7][N:6]([C:12]([O:14][CH2:15][C:16]2[CH:17]=[CH:18][CH:19]=[CH:20][CH:21]=2)=[O:13])[CH:5]([C:2]2([O:1][CH3:22])[CH2:3][CH2:4]2)[CH2:9]1 |f:2.3|. Reported procedure: To a mixture of benzyl 2-(1-hydroxycyclopropyl)-4-methoxypyrrolidine-1-carboxylate (312 mg, 1.07 mmol) dissolved in THF (3.6 mL) at 0° C. was added methyl iodide (0.23 mL, 3.68 mmol) followed by sodium hydride (56.5 mg, 2.36 mmol). The mixture was stirred for 2 hours at room temperature. The reaction was quenched with ice, and diluted with diethyl ether. The organic layer was washed with water and brine, dried over sodium sulfate, filtered and concentrated under reduced pressure. The residue was... The reactants are C(\C=C/C(=O)O)(=O)O.CN(CCC1CC2=C(C(C3=C1C=CC=C3)=C)C=CC=C2)C (10-(2-dimethylaminoethyl)-10,11-dihydro-5-methylene-5H-dibenzo[a,d]cycloheptene maleate), [OH-].[Na+] (sodium hydroxide). The solvent is C(Cl)Cl (methylene chloride). The product is CN(CCC1CC2=C(C(C3=C1C=CC=C3)=C)C=CC=C2)C (10-(2-dimethylaminoethyl)-10,11-dihydro-5-methylene-5H-dibenzo[a,d]cycloheptene). As a reaction SMILES: C(O)(=O)/C=C\C(O)=O.[CH3:9][N:10]([CH3:29])[CH2:11][CH2:12][CH:13]1[C:19]2[CH:20]=[CH:21][CH:22]=[CH:23][C:18]=2[C:17](=[CH2:24])[C:16]2[CH:25]=[CH:26][CH:27]=[CH:28][C:15]=2[CH2:14]1.[OH-].[Na+]>C(Cl)Cl>[CH3:29][N:10]([CH3:9])[CH2:11][CH2:12][CH:13]1[C:19]2[CH:20]=[CH:21][CH:22]=[CH:23][C:18]=2[C:17](=[CH2:24])[C:16]2[CH:25]=[CH:26][CH:27]=[CH:28][C:15]=2[CH2:14]1 |f:0.1,2.3|. Reported procedure: To a mixture of 5 g. of 10-(2-dimethylaminoethyl)-10,11-dihydro-5-methylene-5H-dibenzo[a,d]cycloheptene maleate in 150 ml. of methylene chloride there is added 50 ml. of 2N-sodium hydroxide, the mixture is shaken, the methylene chloride is dried, filtered and evaporated in vacuo to give 10-(2-dimethylaminoethyl)-10,11-dihydro-5-methylene-5H-dibenzo[a,d]cycloheptene. The reactants are C(=CCC)C1=CN=CN1C1C(OC(C2=CC=CC=C12)=O)(C)C (4-(5-but-1-enyl-imidazol-1-yl)-3,3-dimethyl-isochroman-1-one). The reagents and catalysts are [Pd] (Pd/C). Run in CO (methanol). Conditions: time 8 hour. The product is C(CCC)C1=CN=CN1C1C(OC(C2=CC=CC=C12)=O)(C)C (4-(5-butyl-imidazol-1-yl)-3,3-dimethyl-isochroman-1-one). Reaction SMILES: [CH:1]([C:5]1[N:9]([CH:10]2[C:19]3[C:14](=[CH:15][CH:16]=[CH:17][CH:18]=3)[C:13](=[O:20])[O:12][C:11]2([CH3:22])[CH3:21])[CH:8]=[N:7][CH:6]=1)=[CH:2][CH2:3][CH3:4]>CO.[Pd]>[CH2:1]([C:5]1[N:9]([CH:10]2[C:19]3[C:14](=[CH:15][CH:16]=[CH:17][CH:18]=3)[C:13](=[O:20])[O:12][C:11]2([CH3:21])[CH3:22])[CH:8]=[N:7][CH:6]=1)[CH2:2][CH2:3][CH3:4]. Reported procedure: To a solution of 4-(5-but-1-enyl-imidazol-1-yl)-3,3-dimethyl-isochroman-1-one (0.110 g, 0.37 mmol) in methanol (2 mL) is added Pd/C (0.020 g). The reaction vessel is flushed with hydrogen gas and stirred under balloon pressure overnight. The mixture is filtered and the filtrate concentrated in vacuo to give a residue which is purified by semi-preparative reverse phase HPLC to give 4-(5-butyl-imidazol-1-yl)-3,3-dimethyl-isochroman-1-one as a white solid; MS (ESI) m/z 299.1 (M+H); 1H NMR (400 MHz,... Reactants: N1(CCC2=CC=CC=C12)C(=O)C1CC2=C(N=CN2)CC1 ((-)-5-(2,3-dihydroindol-1-yl)carbonyl-4,5,6,7-tetrahydrobenzimidazole), [OH-].[Na+] (sodium hydroxide), Cl (hydrochloric acid). Solvent: O (water). The product is Cl.N1=CNC2=C1CCC(C2)C(=O)O ((+)-4,5,6,7-tetrahydrobenzimidazole-5-carboxylic acid hydrochloride). Reaction SMILES: N1([C:10]([CH:12]2[CH2:20][CH2:19][C:15]3[N:16]=[CH:17][NH:18][C:14]=3[CH2:13]2)=[O:11])C2C(=CC=CC=2)CC1.[OH-:21].[Na+].[ClH:23]>O>[ClH:23].[N:16]1[C:15]2[CH2:19][CH2:20][CH:12]([C:10]([OH:11])=[O:21])[CH2:13][C:14]=2[NH:18][CH:17]=1 |f:1.2,5.6|. Procedure: A 24 g portion of the above mentioned (-)-5-(2,3-dihydroindol-1-yl)carbonyl-4,5,6,7-tetrahydrobenzimidazole was dissolved in 120 ml of 6N hydrochloric acid and heated under reflux for 3 hours. The reaction solution was evaporated to dryness under reduced pressure to obtain a residue which was then dissolved in water, made alkaline with an aqueous sodium hydroxide solution, and washed with ethyl ether. Subsequent acidification of the aqueous layer with hydrochloric acid and concentration under re...